Dataset: the Open Reaction Database (ORD), a public repository of structured organic reaction records. Task: describe an organic reaction: reactants, conditions, products, and yield Starting materials: NC1=NC(=C(C(=C1C=O)C1=CC=C(C=C1)F)C(=O)OC)C(C)C (2-Amino-4-(4-fluorophenyl)-3-formyl-5-methoxycarbonyl-6-isopropyl-pyridine), mixture, [Br-].COC[P+](C1=CC=CC=C1)(C1=CC=CC=C1)C1=CC=CC=C1.[NH2-].[Na+] (methoxymethyltriphenylphosphonium bromide sodium amide), [OH-].[Na+] (sodium hydroxide), [Br-].COC[P+](C1=CC=CC=C1)(C1=CC=CC=C1)C1=CC=CC=C1 (methoxymethyltriphenylphosphonium bromide), [NH2-].[Na+] (sodium amide), Cl (hydrochloric acid). Run in O1CCCC1 (tetrahydrofuran), O1CCCC1 (tetrahydrofuran). Reaction conditions: time 15 minute. Product: FC1=CC=C(C=C1)C1=C2C(=NC(=C1C(=O)OC)C(C)C)NC=C2 (4-(4-Fluorophenyl)-6-isopropyl-5-methoxycarbonyl-1H-pyrrolo(2,3-b)pyridine). Reaction SMILES: [Br-].[CH3:2]OC[P+](C1C=CC=CC=1)(C1C=CC=CC=1)C1C=CC=CC=1.[NH2-].[Na+].[NH2:26][C:27]1[C:32]([CH:33]=O)=[C:31]([C:35]2[CH:40]=[CH:39][C:38]([F:41])=[CH:37][CH:36]=2)[C:30]([C:42]([O:44][CH3:45])=[O:43])=[C:29]([CH:46]([CH3:48])[CH3:47])[N:28]=1.[Br-].COC[P+](C1C=CC=CC=1)(C1C=CC=CC=1)C1C=CC=CC=1.[NH2-].[Na+].Cl.[OH-].[Na+]>O1CCCC1>[F:41][C:38]1[CH:39]=[CH:40][C:35]([C:31]2[C:30]([C:42]([O:44][CH3:45])=[O:43])=[C:29]([CH:46]([CH3:47])[CH3:48])[N:28]=[C:27]3[NH:26][CH:2]=[CH:33][C:32]=23)=[CH:36][CH:37]=1 |f:0.1,2.3,5.6.7.8,10.11|. Procedure details: 23.9 g (55 mmol) of a mixture of methoxymethyltriphenylphosphonium bromide and sodium amide are covered with a layer of 145 ml of anhydrous tetrahydrofuran and the mixture is stirred vigorously for 15 min. 17.4 g (55 mmol) of the compound from Example V are added to 145 ml of tetrahydrofuran and the mixture is stirred at room temperature for 1 h. A further 23.9 g (55 mmol) of methoxymethyltriphenylphosphonium bromide/sodium amide are added and the mixture is stirred at room temperature for 60 mi... Starting materials: CN(NC)CC=1N(C2=CC=CC=C2C1)CCC(=O)[O-].[NH2+]1CCCCC1 (Piperidinium 3-(2-((1,2-dimethylhydrazinyl)methyl)-1H-indol-1-yl)propanoate), C(C1=CC=CC=C1)OCC=O (benzyloxyacetaldehyde). Product: C(C1=CC=CC=C1)OCC1N(N(CC=2N(C=3C=CC=CC3C21)CCC(=O)O)C)C (3-(1-((benzyloxy)methyl)-2,3-dimethyl-3,4-dihydro-1H-pyridazino[4,5-b]indol-5(2H)-yl)propanoic acid). RXN SMILES: [CH3:1][N:2]([CH2:5][C:6]1[N:7]([CH2:15][CH2:16][C:17]([O-:19])=[O:18])[C:8]2[C:13]([CH:14]=1)=[CH:12][CH:11]=[CH:10][CH:9]=2)[NH:3][CH3:4].[NH2+]1CCCCC1.[CH2:26]([O:33][CH2:34][CH:35]=O)[C:27]1[CH:32]=[CH:31][CH:30]=[CH:29][CH:28]=1>>[CH2:26]([O:33][CH2:34][CH:35]1[C:14]2[C:13]3[CH:12]=[CH:11][CH:10]=[CH:9][C:8]=3[N:7]([CH2:15][CH2:16][C:17]([OH:19])=[O:18])[C:6]=2[CH2:5][N:2]([CH3:1])[N:3]1[CH3:4])[C:27]1[CH:28]=[CH:29][CH:30]=[CH:31][CH:32]=1 |f:0.1|. Reported procedure: Compound 4 was reacted with benzyloxyacetaldehyde, which was chosen as a model small molecule aldehyde for its UV absorption and aqueous solubility properties, to produce the azacarboline product (Compound 5). To a solution of Compound 4 (16.2 mg, 46.8 mmol) in aqueous acetonitrile (1:3 water:acetonitrile, 800 μL) was added benzyloxyacetaldehyde (7.23 μL, 51.5 μmol, 1.10 equiv). After 1 h, the solution was purified by C18 silica gel chromatography (0-100% acetonitrile in water with 0.1% acetic a... Reactants: C1CCOC1, COC(=O)C1CCC(OCC2CCCN2C(=O)Cc2cc(Cl)c(NC(=O)c3cn(C)c4ccccc34)cc2F)CC1, Cl, [Na+], [OH-]. As a reaction SMILES: [CH2:42]1[O:43][CH2:44][CH2:45][CH2:46]1.[Cl:1][c:2]1[c:3]([NH:29][C:30](=[O:31])[c:32]2[cH:33][n:34]([CH3:41])[c:35]3[cH:36][cH:37][cH:38][cH:39][c:40]23)[cH:4][c:5]([F:28])[c:6]([CH2:8][C:9](=[O:10])[N:11]2[CH:12]([CH2:16][O:17][CH:18]3[CH2:19][CH2:20][CH:21]([C:24](=[O:25])[O:26][CH3:27])[CH2:22][CH2:23]3)[CH2:13][CH2:14][CH2:15]2)[cH:7]1.[ClH:49].[Na+:48].[OH-:47]>>[Cl:1][c:2]1[c:3]([NH:29][C:30](=[O:31])[c:32]2[cH:33][n:34]([CH3:41])[c:35]3[cH:36][cH:37][cH:38][cH:39][c:40]23)[cH:4][c:5]([F:28])[c:6]([CH2:8][C:9](=[O:10])[N:11]2[CH:12]([CH2:16][O:17][CH:18]3[CH2:19][CH2:20][CH:21]([C:24](=[O:25])[OH:26])[CH2:22][CH2:23]3)[CH2:13][CH2:14][CH2:15]2)[cH:7]1. Yields the product Cn1cc(C(=O)Nc2cc(F)c(CC(=O)N3CCCC3COC3CCC(C(=O)O)CC3)cc2Cl)c2ccccc21. Reactants: CCCC[SnH](CCCC)CCCC, C1CCOC1, CC1(O)CC(=O)OC(CCc2ccccc2)C1Br. Yields the product CC1(O)CC(=O)OC(CCc2ccccc2)C1. Reaction SMILES: [CH2:19]([SnH:20]([CH2:21][CH2:22][CH2:23][CH3:24])[CH2:25][CH2:26][CH2:27][CH3:28])[CH2:29][CH2:30][CH3:31].[O:32]1[CH2:33][CH2:34][CH2:35][CH2:36]1.[OH:1][C:2]1([CH3:18])[CH2:3][C:4](=[O:5])[O:6][CH:7]([CH2:10][CH2:11][c:12]2[cH:13][cH:14][cH:15][cH:16][cH:17]2)[CH:8]1[Br:9]>>[OH:1][C:2]1([CH3:18])[CH2:3][C:4](=[O:5])[O:6][CH:7]([CH2:10][CH2:11][c:12]2[cH:13][cH:14][cH:15][cH:16][cH:17]2)[CH2:8]1. Starting materials: BrC1=CSC=2CN(CCOC21)C(=O)OC(C)(C)C (tert-butyl 8-bromo-2,3-dihydrothieno[2,3-f][1,4]oxazepine-4(5H)-carboxylate), C(=C)(C)B1OC(C)(C)C(C)(C)O1 (isopropenylboronic acid pinacol ester), C([O-])([O-])=O.[Na+].[Na+] (sodium carbonate), COCCOC (DME). The reagents and catalysts are C=1C=CC(=CC1)[P](C=2C=CC=CC2)(C=3C=CC=CC3)[Pd]([P](C=4C=CC=CC4)(C=5C=CC=CC5)C=6C=CC=CC6)([P](C=7C=CC=CC7)(C=8C=CC=CC8)C=9C=CC=CC9)[P](C=1C=CC=CC1)(C=1C=CC=CC1)C=1C=CC=CC1 (tetrakis(triphenylphosphine)palladium). The solvent is O (water). Run at temperature 85 celsius, time 12 hour. The product is CC(=C)C1=CSC=2CN(CCOC21)C(=O)OC(C)(C)C (tert-butyl 8-(1-methylethenyl)-2,3-dihydrothieno[2,3-f][1,4]oxazepine-4(5H)-carboxylate). Isolated yield 91.5%. RXN SMILES: Br[C:2]1[C:11]2[O:10][CH2:9][CH2:8][N:7]([C:12]([O:14][C:15]([CH3:18])([CH3:17])[CH3:16])=[O:13])[CH2:6][C:5]=2[S:4][CH:3]=1.[C:19](B1OC(C)(C)C(C)(C)O1)([CH3:21])=[CH2:20].C(=O)([O-])[O-].[Na+].[Na+].COCCOC>C1C=CC([P]([Pd]([P](C2C=CC=CC=2)(C2C=CC=CC=2)C2C=CC=CC=2)([P](C2C=CC=CC=2)(C2C=CC=CC=2)C2C=CC=CC=2)[P](C2C=CC=CC=2)(C2C=CC=CC=2)C2C=CC=CC=2)(C2C=CC=CC=2)C2C=CC=CC=2)=CC=1.O>[CH3:21][C:19]([C:2]1[C:11]2[O:10][CH2:9][CH2:8][N:7]([C:12]([O:14][C:15]([CH3:18])([CH3:17])[CH3:16])=[O:13])[CH2:6][C:5]=2[S:4][CH:3]=1)=[CH2:20] |f:2.3.4,^1:46,48,67,86|. Reported procedure: A mixture of tert-butyl 8-bromo-2,3-dihydrothieno[2,3-f][1,4]oxazepine-4(5H)-carboxylate (334 mg) obtained in Example 1, steps 1-3, isopropenylboronic acid pinacol ester (168 mg), saturated aqueous sodium carbonate solution (6 ml), tetrakis(triphenylphosphine)palladium (32.5 mg) and DME (9 ml) was stirred at 85° C. for 12 hr under a nitrogen atmosphere, and poured into water, and the mixture was extracted with ethyl acetate. The extract was dried over anhydrous magnesium sulfate, and the solvent... Reactants: N1CCCCC1 (piperidine), NC=1C(=CC(=C(C1)N1CCN(CC1)C(=O)C=1C(=NOC1C)C1=C(C=CC=C1)OC)Cl)[N+](=O)[O-] ((4-(5-amino-2-chloro-4-nitrophenyl)piperazin-1-yl)(3-(2-methoxyphenyl)-5-methylisoxazol-4-yl)methanone), COC1=CC=C(C(=O)Cl)C=C1 (4-methoxybenzoyl chloride), CCN(CC)P1(=NC(C)(C)C)N(CCCN1C)C (BEMP). The reagents and catalysts are CN(C)C=1C=CN=CC1 (DMAP). The solvent is ClCCCl (DCE). Run at temperature 80 celsius. Product: ClC1=CC(=C(C=C1N1CCN(CC1)C(=O)C=1C(=NOC1C)C1=C(C=CC=C1)OC)NC(C1=CC=C(C=C1)OC)=O)[N+](=O)[O-] (N-(4-chloro-5-(4-(3-(2-methoxyphenyl)-5-methylisoxazole-4-carbonyl)piperazin-1-yl)-2-nitrophenyl)-4-methoxybenzamide). The yield is 73.5%. RXN SMILES: [NH2:1][C:2]1[C:3]([N+:31]([O-:33])=[O:32])=[CH:4][C:5]([Cl:30])=[C:6]([N:8]2[CH2:13][CH2:12][N:11]([C:14]([C:16]3[C:17]([C:22]4[CH:27]=[CH:26][CH:25]=[CH:24][C:23]=4[O:28][CH3:29])=[N:18][O:19][C:20]=3[CH3:21])=[O:15])[CH2:10][CH2:9]2)[CH:7]=1.[CH3:34][O:35][C:36]1[CH:44]=[CH:43][C:39]([C:40](Cl)=[O:41])=[CH:38][CH:37]=1.CCN(P1(N(C)CCCN1C)=NC(C)(C)C)CC.N1CCCCC1>CN(C1C=CN=CC=1)C.ClCCCl>[Cl:30][C:5]1[C:6]([N:8]2[CH2:13][CH2:12][N:11]([C:14]([C:16]3[C:17]([C:22]4[CH:27]=[CH:26][CH:25]=[CH:24][C:23]=4[O:28][CH3:29])=[N:18][O:19][C:20]=3[CH3:21])=[O:15])[CH2:10][CH2:9]2)=[CH:7][C:2]([NH:1][C:40](=[O:41])[C:39]2[CH:43]=[CH:44][C:36]([O:35][CH3:34])=[CH:37][CH:38]=2)=[C:3]([N+:31]([O-:33])=[O:32])[CH:4]=1. Procedure details: A mixture of (4-(5-amino-2-chloro-4-nitrophenyl)piperazin-1-yl)(3-(2-methoxyphenyl)-5-methylisoxazol-4-yl)methanone (16 mg, 0.034 mmol, Preparation L), 4-methoxybenzoyl chloride (12 mg, 0.068 mmol), DMAP (6 mg, 0.034 mmol), and BEMP (19 mg, 0.068 mmol) in DCE (1 mL) was heated at 80° C. for 3 h. Cooled down to RT, the mixture was treated with piperidine (0.3 ml) for 1 h and concentrated in vacuo. HPLC purification gave the title compound (15.7 mg, 0.025 mmol, 74.9% yield). Starting materials: [Al+3], CCOC(=O)c1cnc2[nH]ccc2c1NC1CCCCC1C, [H-], [H-], [H-], [H-], [Li+], [Na+], C1CCOC1, [OH-], O. Product: CC1CCCCC1Nc1c(CO)cnc2[nH]ccc12. As a reaction SMILES: [Al+3:24].[CH3:1][CH:2]1[CH:3]([NH:8][c:9]2[c:10]3[c:11]([n:12][cH:13][c:14]2[C:15](=[O:16])[O:17][CH2:18][CH3:19])[nH:20][cH:21][cH:22]3)[CH2:4][CH2:5][CH2:6][CH2:7]1.[H-:23].[H-:26].[H-:27].[H-:28].[Li+:25].[Na+:31].[O:32]1[CH2:33][CH2:34][CH2:35][CH2:36]1.[OH-:30].[OH2:29]>>[CH3:1][CH:2]1[CH:3]([NH:8][c:9]2[c:10]3[c:11]([n:12][cH:13][c:14]2[CH2:15][OH:16])[nH:20][cH:21][cH:22]3)[CH2:4][CH2:5][CH2:6][CH2:7]1. Conditions: temperature 30 celsius, time 8 hour. The reagents and catalysts are [Pd] (palladium on carbon). Yields the product C(#N)CC1CCN(CC1)C1=CC=C(C=C1)N1C(O[C@@H](C1)CN1N=NC(=C1)C(=O)OCC)=O ((S)-1-{3-[4-(4-cyanomethyl-piperidin-1-yl)-phenyl]-2-oxo-oxazolidin-5-ylmethyl}-4-carboethoxy-1,2,3-triazole). RXN SMILES: [C:1]([CH:3]=[C:4]1[CH2:9][CH2:8][N:7]([C:10]2[CH:15]=[CH:14][C:13]([N:16]3[CH2:20][C@@H:19]([CH2:21][N:22]4[CH:26]=[C:25]([C:27]([O:29][CH2:30][CH3:31])=[O:28])[N:24]=[N:23]4)[O:18][C:17]3=[O:32])=[CH:12][CH:11]=2)[CH2:6][CH2:5]1)#[N:2]>[Pd]>[C:1]([CH2:3][CH:4]1[CH2:9][CH2:8][N:7]([C:10]2[CH:15]=[CH:14][C:13]([N:16]3[CH2:20][C@@H:19]([CH2:21][N:22]4[CH:26]=[C:25]([C:27]([O:29][CH2:30][CH3:31])=[O:28])[N:24]=[N:23]4)[O:18][C:17]3=[O:32])=[CH:12][CH:11]=2)[CH2:6][CH2:5]1)#[N:2]. The reactants are C(#N)C=C1CCN(CC1)C1=CC=C(C=C1)N1C(O[C@@H](C1)CN1N=NC(=C1)C(=O)OCC)=O ((S)-1-{3-[4-(4-cyanomethylidene-piperidin-1-yl)-phenyl]-2-oxo-oxazolidin-5-ylmethyl}-4-carboethoxy-1,2,3-triazole). Reported procedure: The suspension of (S)-1-{3-[4-(4-cyanomethylidene-piperidin-1-yl)-phenyl]-2-oxo-oxazolidin-5-ylmethyl}-4-carboethoxy-1,2,3-triazole (0.14 mmol), 10% palladium on carbon (0.1 g) tetrahydrofuran was stirred under atmospheric hydrogen pressure at 30° C. for overnight.